The task is: describe an organic reaction: reactants, conditions, products, and yield. This data is from the Open Reaction Database (ORD), a public repository of structured organic reaction records. The reactants are C(C1=CC=CC=C1)OC(=O)N[C@H](C(=O)NOC(C)(C)C)CS(=O)(=O)C1=CC=C(C=C1)OC1=CC=CC=C1 ((R)-2-(benzyloxycarbonylamino)-N-tert-butoxy-3-(4-phenoxyphenylsulfonyl)-propionamide). The solvent is C(Cl)Cl (methylene chloride), FC(C(=O)O)(F)F (trifluoroacetic acid). Conditions: time 8 hour. The product is C(C1=CC=CC=C1)OC(=O)N[C@H](C(=O)NO)CS(=O)(=O)C1=CC=C(C=C1)OC1=CC=CC=C1 ((R)-2-(benzyloxycarbonylamino)-N-hydroxy-3-(4-phenoxyphenylsulfonyl)-propionamide). Isolated yield 37.3%. Reaction SMILES: [CH2:1]([O:8][C:9]([NH:11][C@@H:12]([CH2:21][S:22]([C:25]1[CH:30]=[CH:29][C:28]([O:31][C:32]2[CH:37]=[CH:36][CH:35]=[CH:34][CH:33]=2)=[CH:27][CH:26]=1)(=[O:24])=[O:23])[C:13]([NH:15][O:16]C(C)(C)C)=[O:14])=[O:10])[C:2]1[CH:7]=[CH:6][CH:5]=[CH:4][CH:3]=1>C(Cl)Cl.FC(F)(F)C(O)=O>[CH2:1]([O:8][C:9]([NH:11][C@@H:12]([CH2:21][S:22]([C:25]1[CH:26]=[CH:27][C:28]([O:31][C:32]2[CH:37]=[CH:36][CH:35]=[CH:34][CH:33]=2)=[CH:29][CH:30]=1)(=[O:23])=[O:24])[C:13]([NH:15][OH:16])=[O:14])=[O:10])[C:2]1[CH:7]=[CH:6][CH:5]=[CH:4][CH:3]=1. Procedure details: A solution of (R)-2-(benzyloxycarbonylamino)-N-tert-butoxy-3-(4-phenoxyphenylsulfonyl)-propionamide (1.2 g) obtained from Example 16 in methylene chloride (5 ml) was diluted with trifluoroacetic acid (30 ml). The solution was allowed to stand overnight, and solvent was removed under reduced pressure. This residue was chromatographed on silica gel, eluting with 10% methanol/methylene chloride to give (R)-2-(benzyloxycarbonylamino)-N-hydroxy-3-(4-phenoxyphenylsulfonyl)-propionamide (400 mg), m.p. ... Starting materials: CC(C)(C)NS(=O)(=O)c1cncc(Br)c1, Cc1cn(Cc2ccccc2)c(C)n1. The reagents and catalysts are CC(C)(C)c1ccc(-c2ccc(C(C)(C)C)cc2)cc1 (4,4'-di-tert-butylbiphenyl), CC(C)(C)C(=O)[O-].[K+] (KOPiv), Cl[Pd]CC=C.C=CC[Pd]Cl ([Pd(allyl)Cl]2), CN(C)c1ccc(P(C2CCCCC2)C2CCCCC2)cc1 (A-caPhos). Solvent: CC(=O)N(C)C (DMA), CC(=O)N(C)C (DMA), CC(=O)N(C)C (DMA). Run at temperature 120 celsius, time 24 hour. Yields the product Cc1nc(C)n(Cc2ccccc2)c1-c1cncc(S(=O)(=O)NC(C)(C)C)c1. Yield: 1.5%. The reactants are C1(=CC(=CC=C1)CNC(/C(/CCCOC1OCCCC1)=C/C1=CC(=C(C=C1)N1C=NC(=C1)C)OC)=O)C1=CC=CC=C1 ((E)-2-(3-methoxy-4-(4-methyl-1H-imidazol-1-yl)benzylidene)-5-(tetrahydropyran-2-yloxy)valeric acid (biphenyl-3-ylmethyl)amide). The solvent is CO (methanol). Reaction conditions: temperature 45 celsius, time 5 hour. Reported procedure: To the methanol (5 mL) solution of (E)-2-(3-methoxy-4-(4-methyl-1H-imidazol-1-yl)benzylidene)-5-(tetrahydropyran-2-yloxy)valeric acid (biphenyl-3-ylmethyl)amide (168 mg), Dow-X™50W X-8 (300 mg) was added, and the reaction solution was agitated at 45° C. for 5 hours. The resin was filtered off, the ammonia water (1 mL) was added to the filtrate, and the solution was concentrated under reduced pressure. The residue was purified by silica gel chromatography (elution solvent: ethyl acetate→ethyl ace... As a reaction SMILES: [C:1]1([C:37]2[CH:42]=[CH:41][CH:40]=[CH:39][CH:38]=2)[CH:6]=[CH:5][CH:4]=[C:3]([CH2:7][NH:8][C:9](=[O:36])/[C:10](=[CH:21]/[C:22]2[CH:27]=[CH:26][C:25]([N:28]3[CH:32]=[C:31]([CH3:33])[N:30]=[CH:29]3)=[C:24]([O:34][CH3:35])[CH:23]=2)/[CH2:11][CH2:12][CH2:13][O:14]C2CCCCO2)[CH:2]=1>CO>[C:1]1([C:37]2[CH:42]=[CH:41][CH:40]=[CH:39][CH:38]=2)[CH:6]=[CH:5][CH:4]=[C:3]([CH2:7][NH:8][C:9](=[O:36])/[C:10](=[CH:21]/[C:22]2[CH:27]=[CH:26][C:25]([N:28]3[CH:32]=[C:31]([CH3:33])[N:30]=[CH:29]3)=[C:24]([O:34][CH3:35])[CH:23]=2)/[CH2:11][CH2:12][CH2:13][OH:14])[CH:2]=1. Yield: 83.9%. Product: C1(=CC(=CC=C1)CNC(/C(/CCCO)=C/C1=CC(=C(C=C1)N1C=NC(=C1)C)OC)=O)C1=CC=CC=C1 ((E)-5-hydroxy-2-[3-methoxy-4-(4-methyl-1H-imidazol-1-yl)benzylidene]valeric acid (biphenyl-3-ylmethyl)amide). RXN SMILES: [CH3:1][O:2][C:3]1[CH:16]=[CH:15][C:14]([O:17][CH3:18])=[CH:13][C:4]=1[C:5]([C:7]#[C:8][C:9]([O:11]C)=[O:10])=[O:6].[OH-].[K+].O>O1CCCC1>[CH3:1][O:2][C:3]1[CH:16]=[CH:15][C:14]([O:17][CH3:18])=[CH:13][C:4]=1[C:5]([C:7]#[C:8][C:9]([OH:11])=[O:10])=[O:6] |f:1.2|. Run at time 1 hour. The reactants are COC1=C(C(=O)C#CC(=O)OC)C=C(C=C1)OC (methyl 3-(2,5-dimethoxybenzoyl)propiolate), [OH-].[K+] (potassium hydroxide), O (water). The product is COC1=C(C(=O)C#CC(=O)O)C=C(C=C1)OC (3-(2,5-dimethoxybenzoyl)propiolic acid). Reported procedure: A solution of 5 g (20 mmol) of methyl 3-(2,5-dimethoxybenzoyl)propiolate in 50 ml of tetrahydrofuran was treated slowly at 0° with 56 ml of 3% potassium hydroxide solution and stirred at 0° for a further 1 hour. The reaction mixture was treated with water and extracted once with ether. The ether phase was discarded. The aqueous phase was adjusted to pH 1 with 1N hydrochloric acid and extracted twice with ether. The combined organic phases were dried over sodium sulphate and concentrated. Crystal... Solvent: O1CCCC1 (tetrahydrofuran).